From a dataset of the Open Reaction Database (ORD), a public repository of structured organic reaction records. describe an organic reaction: reactants, conditions, products, and yield The reactants are CN1C(=CC2=CC(=CC=C12)OCC1=CC=CC=C1)C(=O)OCC (ethyl 1-methyl-5-(phenylmethoxy)-1H-indole-2-carboxylate). Solvent: C(C)O (ethanol). The product is OC=1C=C2C=C(N(C2=CC1)C)C(=O)OCC (Ethyl 5-hydroxy-1-methyl-1H-indole-2-carboxylate). The yield is 80.0%. RXN SMILES: [CH3:1][N:2]1[C:10]2[C:5](=[CH:6][C:7]([O:11]CC3C=CC=CC=3)=[CH:8][CH:9]=2)[CH:4]=[C:3]1[C:19]([O:21][CH2:22][CH3:23])=[O:20]>C(O)C>[OH:11][C:7]1[CH:6]=[C:5]2[C:10](=[CH:9][CH:8]=1)[N:2]([CH3:1])[C:3]([C:19]([O:21][CH2:22][CH3:23])=[O:20])=[CH:4]2. Reported procedure: Prepared from ethyl 1-methyl-5-(phenylmethoxy)-1H-indole-2-carboxylate (Monge Vega A, et al., An. Ouim. 72:267) by catalytic hydrogenolysis in ethanol as described in Example 15. Recrystallization from ether gives the product in 80% yield; mp 140°-142° C. Starting materials: C[C@]12C(C([C@H](CC1)C2(C)C)=O)=O ((1S,4R)-1,7,7-trimethyl-bicyclo[2.2.1]heptane-2,3-dione), COP(OC)(=O)CC(=O)C1=C(N=C(S1)C1=CC=CC=C1)C ([2-(4-Methyl-2-phenyl-thiazol-5-yl)-2-oxo-ethyl]-phosphonic acid dimethyl ester), O.NN (hydrazine monohydrate). Yields the product C[C@]12C3=NN=C(C=C3[C@H](CC1)C2(C)C)C2=C(N=C(S2)C2=CC=CC=C2)C ((1S,8R)-1,11,11-Trimethyl-5-(4-methyl-2-phenyl-thiazol-5-yl)-3,4-diaza-tricyclo[6.2.1.02,7]undeca-2,4,6-triene). Reaction SMILES: [CH3:1][C@@:2]12[C:8]([CH3:10])([CH3:9])[C@@H:5]([CH2:6][CH2:7]1)[C:4](=O)[C:3]2=O.COP([CH2:19][C:20]([C:22]1[S:26][C:25]([C:27]2[CH:32]=[CH:31][CH:30]=[CH:29][CH:28]=2)=[N:24][C:23]=1[CH3:33])=O)(=O)OC.O.[NH2:35][NH2:36]>>[CH3:1][C@@:2]12[C:8]([CH3:10])([CH3:9])[C@@H:5]([CH2:6][CH2:7]1)[C:4]1[C:3]2=[N:35][N:36]=[C:20]([C:22]2[S:26][C:25]([C:27]3[CH:32]=[CH:31][CH:30]=[CH:29][CH:28]=3)=[N:24][C:23]=2[CH3:33])[CH:19]=1 |f:2.3|. Procedure: orange solid. MS (EI): 361.0 (M+). Prepared from (1S,4R)-1,7,7-trimethyl-bicyclo[2.2.1]heptane-2,3-dione, [2-(4-Methyl-2-phenyl-thiazol-5-yl)-2-oxo-ethyl]-phosphonic acid dimethyl ester, hydrazine monohydrate.